From a dataset of the Open Reaction Database (ORD), a public repository of structured organic reaction records. describe an organic reaction: reactants, conditions, products, and yield Starting materials: C(C)(C)(C)OC(=O)N1CCO[C@H]([C@H](C1)COC1=C(C(=O)O)C=CC=C1)C1=CC(=C(C=C1)Cl)Cl (2-{[(6R*,7R*)-4-(tert-butoxycarbonyl)-7-(3,4-dichlorophenyl)-1,4-oxazepan-6-yl]methoxy}benzoic acid), C(C)(=O)OCC.Cl (hydrogen chloride-ethyl acetate). Conditions: time 1 hour. Product: Cl.ClC=1C=C(C=CC1Cl)[C@H]1[C@H](CNCCO1)COC1=C(C(=O)O)C=CC=C1 (2-{[(6R*,7R*)-7-(3,4-dichlorophenyl)-1,4-oxazepan-6-yl]methoxy}benzoic acid monohydrochloride). Yield: 91.8%. Reaction SMILES: C(OC([N:8]1[CH2:14][C@H:13]([CH2:15][O:16][C:17]2[CH:25]=[CH:24][CH:23]=[CH:22][C:18]=2[C:19]([OH:21])=[O:20])[C@H:12]([C:26]2[CH:31]=[CH:30][C:29]([Cl:32])=[C:28]([Cl:33])[CH:27]=2)[O:11][CH2:10][CH2:9]1)=O)(C)(C)C.C(OCC)(=O)C.Cl>>[ClH:32].[Cl:33][C:28]1[CH:27]=[C:26]([C@@H:12]2[O:11][CH2:10][CH2:9][NH:8][CH2:14][C@@H:13]2[CH2:15][O:16][C:17]2[CH:25]=[CH:24][CH:23]=[CH:22][C:18]=2[C:19]([OH:21])=[O:20])[CH:31]=[CH:30][C:29]=1[Cl:32] |f:1.2,3.4|. Procedure details: To 2-{[(6R*,7R*)-4-(tert-butoxycarbonyl)-7-(3,4-dichlorophenyl)-1,4-oxazepan-6-yl]methoxy}benzoic acid (50 mg) was added 4.0 M hydrogen chloride-ethyl acetate solution (4 mL), and the mixture was stirred at room temperature for 1 hr. The residue obtained by concentration under reduced pressure was washed with ethyl acetate-hexane to give the title compound (20 mg). Reactants: C(C1=CC=CC=C1)OC1=C2C=CN(C2=CC=C1)S(=O)(=O)C1=C(C=CC=C1)F (4-benzyloxy-1-(2-fluorobenzenesulfonyl)-1H-indole). Reagents/catalysts: [Pd] (palladium on carbon). Run in C1CCOC1 (THF). Conditions: time 6 hour. The product is FC1=C(C=CC=C1)S(=O)(=O)N1C=CC2=C(C=CC=C12)O (1-(2-fluorobenzenesulfonyl)-4-hydroxy-1H-indole). Isolated yield 40.2%. RXN SMILES: C([O:8][C:9]1[CH:17]=[CH:16][CH:15]=[C:14]2[C:10]=1[CH:11]=[CH:12][N:13]2[S:18]([C:21]1[CH:26]=[CH:25][CH:24]=[CH:23][C:22]=1[F:27])(=[O:20])=[O:19])C1C=CC=CC=1>[Pd].C1COCC1>[F:27][C:22]1[CH:23]=[CH:24][CH:25]=[CH:26][C:21]=1[S:18]([N:13]1[C:14]2[C:10](=[C:9]([OH:8])[CH:17]=[CH:16][CH:15]=2)[CH:11]=[CH:12]1)(=[O:19])=[O:20]. Procedure details: A 500 mL round-bottomed flask equipped with a magnetic stirrer was charged with a solution of 4-benzyloxy-1-(2-fluorobenzenesulfonyl)-1H-indole (21.48 g, 0.056 mol) in 200 mL freshly distilled THF, followed by 5% palladium on carbon (0.100 g, 0.8 mol %). The flask was sealed with a rubber septum and purged with hydrogen gas at atmospheric pressure. The solution was stirred at ambient temperature for 6 hours. The catalyst was removed by filtration through celite, and the filtrate concentrated in ... Reactants: [OH-].[K+] (potassium hydroxide), ClCC1=CC(=NO1)C(=O)OCC (ethyl 5-chloromethylisoxazole-3-carboxylate). Run in C(C)O (ethanol). Reaction conditions: temperature 65 celsius, time 6 hour. The product is ClCC1=CC(=NO1)C(=O)O (5-Chloromethylisoxazole-3-carboxylic Acid). Yield: 76.8%. RXN SMILES: [OH-].[K+].[Cl:3][CH2:4][C:5]1[O:9][N:8]=[C:7]([C:10]([O:12]CC)=[O:11])[CH:6]=1>C(O)C>[Cl:3][CH2:4][C:5]1[O:9][N:8]=[C:7]([C:10]([OH:12])=[O:11])[CH:6]=1 |f:0.1|. Procedure details: 14 g (250 mmol) of potassium hydroxide were added to 47.3 g (250 mmol) of ethyl 5-chloromethylisoxazole-3-carboxylate in 150 ml of ethanol, and the reaction mixture was stirred for 6 hours at 60-70° C. After cooling, the mixture was concentrated in vacuo, the residue was taken up in water and extracted with ether, the aqueous phase was acidified with hydrochloric acid and subsequently extracted repeatedly with ether, and the ether phase was dried over sodium sulfate and concentrated in vacuo (oi... Reactants: [N+](=O)([O-])C=C(NCCSCC=1N=CNC1C)SC (1-Nitro-2-methylthio-2-[2-((5-methyl-4-imidazolyl)methylthio)ethylamino]ethylene), C(C1=CC=CC=C1)(=O)NCCCN (3-benzoylaminopropylamine), C(#N)NC(SC)=NCCSCC1=NC=CC=C1 (N-cyano-N'-[2-(2-pyridylmethylthio)ethyl]-S-methylisothiourea). The product is CC1=C(N=CN1)CSCCNC(=C[N+](=O)[O-])NCCCNC(=NC#N)NCCSCC1=NC=CC=C1 (1-[1-(2-((5-Methyl-4-imidazolyl)methylthio)ethylamino)-2-nitrovinylamino]-3-[N'-cyano-N"-(2-(2-pyridylmethylthio)ethyl)guanidino]propane). RXN SMILES: [N+:1]([CH:4]=[C:5](SC)[NH:6][CH2:7][CH2:8][S:9][CH2:10][C:11]1[N:12]=[CH:13][NH:14][C:15]=1[CH3:16])([O-:3])=[O:2].C([NH:27][CH2:28][CH2:29][CH2:30][NH2:31])(=O)C1C=CC=CC=1.[C:32]([NH:34][C:35](=[N:38][CH2:39][CH2:40][S:41][CH2:42][C:43]1[CH:48]=[CH:47][CH:46]=[CH:45][N:44]=1)SC)#[N:33]>>[CH3:16][C:15]1[NH:14][CH:13]=[N:12][C:11]=1[CH2:10][S:9][CH2:8][CH2:7][NH:6][C:5]([NH:27][CH2:28][CH2:29][CH2:30][NH:31][C:35]([NH:38][CH2:39][CH2:40][S:41][CH2:42][C:43]1[CH:48]=[CH:47][CH:46]=[CH:45][N:44]=1)=[N:34][C:32]#[N:33])=[CH:4][N+:1]([O-:3])=[O:2]. Reported procedure: 1-Nitro-2-methylthio-2-[2-((5-methyl-4-imidazolyl)methylthio)ethylamino]ethylene was reacted with 3-benzoylaminopropylamine and the product was hydrolysed under acidic conditions and reacted with N-cyano-N'-[2-(2-pyridylmethylthio)ethyl]-S-methylisothiourea to give the title compound.